This data is from the Open Reaction Database (ORD), a public repository of structured organic reaction records. The task is: describe an organic reaction: reactants, conditions, products, and yield The reactants are C=CCBr, [H-], [Na+], CN(C)C=O, O, COC(=O)c1ccc(I)c(O)c1. Yields the product C=CCOc1cc(C(=O)OC)ccc1I. RXN SMILES: [CH2:13]([CH:14]=[CH2:15])[Br:16].[H-:18].[Na+:17].[O:19]=[CH:20][N:21]([CH3:22])[CH3:23].[OH2:24].[OH:1][c:2]1[cH:3][c:4]([C:5](=[O:6])[O:7][CH3:8])[cH:9][cH:10][c:11]1[I:12]>>[O:1]([c:2]1[cH:3][c:4]([C:5](=[O:6])[O:7][CH3:8])[cH:9][cH:10][c:11]1[I:12])[CH2:15][CH:14]=[CH2:13]. Reactants: NC1(CCN(CC1)C(=O)OC(C)(C)C)C(=O)OC (methyl 4-amino-1-BOC-piperidine-4-carboxylate), N1=CC=CC=C1 (pyridine), ClCCCC(=O)Cl (4-chlorobutyryl chloride). Solvent: C(Cl)Cl (DCM), C(Cl)Cl (DCM), C(Cl)Cl (DCM). Reaction conditions: time 16 hour. The product is COC(=O)C1(CCN(CC1)C(=O)OC(C)(C)C)NC(CCCCl)=O (4-(4-chloro-butyrylamino)-piperidine-1,4-dicarboxylic acid 1-tert-butyl ester 4-methyl ester). Reaction SMILES: [NH2:1][C:2]1([C:15]([O:17][CH3:18])=[O:16])[CH2:7][CH2:6][N:5]([C:8]([O:10][C:11]([CH3:14])([CH3:13])[CH3:12])=[O:9])[CH2:4][CH2:3]1.N1C=CC=CC=1.[Cl:25][CH2:26][CH2:27][CH2:28][C:29](Cl)=[O:30]>C(Cl)Cl>[CH3:18][O:17][C:15]([C:2]1([NH:1][C:29](=[O:30])[CH2:28][CH2:27][CH2:26][Cl:25])[CH2:3][CH2:4][N:5]([C:8]([O:10][C:11]([CH3:12])([CH3:13])[CH3:14])=[O:9])[CH2:6][CH2:7]1)=[O:16]. Procedure: To a solution of methyl 4-amino-1-BOC-piperidine-4-carboxylate (2.0 g, 6.78 mmol) in DCM (15 mL) and pyridine (2.10 mL, 20.35 mmol), 4-chlorobutyryl chloride (0.84 mL, 7.5 mmol) in DCM (5 mL) was added slowly at 0° C. The reaction mixture was gradually warmed to room temperature and stirred for 16 hours. The reaction mixture was diluted with DCM (40 mL), and quenched with saturated NaHCO3 (30 mL). The organic layer was separated and the aqueous layer was extracted twice with DCM. The combined or... The reactants are ClC(=O)OCC1CCCCCCCCCC1 (cycloundecylmethyl chloroformate), S1C=NC(=C1)C=1NC2=C(N1)C=CC=C2 (2-(4-thiazolyl)-benzimidazole). Solvent: N1=CC=CC=C1 (pyridine). Run at time 8 hour. Product: C1(CCCCCCCCCC1)COC(=O)N1C(=NC2=C1C=CC=C2)C=2N=CSC2 (1-Cycloundecylmethoxycarbonyl-2-(4-thiazolyl)-benzimidazole). RXN SMILES: Cl[C:2]([O:4][CH2:5][CH:6]1[CH2:16][CH2:15][CH2:14][CH2:13][CH2:12][CH2:11][CH2:10][CH2:9][CH2:8][CH2:7]1)=[O:3].[S:17]1[CH:21]=[C:20]([C:22]2[NH:23][C:24]3[CH:30]=[CH:29][CH:28]=[CH:27][C:25]=3[N:26]=2)[N:19]=[CH:18]1>N1C=CC=CC=1>[CH:6]1([CH2:5][O:4][C:2]([N:26]2[C:25]3[CH:27]=[CH:28][CH:29]=[CH:30][C:24]=3[N:23]=[C:22]2[C:20]2[N:19]=[CH:18][S:17][CH:21]=2)=[O:3])[CH2:16][CH2:15][CH2:14][CH2:13][CH2:12][CH2:11][CH2:10][CH2:9][CH2:8][CH2:7]1. Procedure: 20.3 G. (0.082 moles) of cycloundecylmethyl chloroformate is added dropwise at room temperature to 16.4 g. (0.082 moles) of 2-(4-thiazolyl)-benzimidazole suspended in 200 ml. of pyridine. The temperature rises spontaneously to 35° C and the reaction mixture is then stirred overnight at room temperature, filtered and the filtrate evaporated to dryness in vacuo. The residue is treated with methylene chloride and washed 3 times with 2.5N hydrochloric acid and twice with water. The methylene chlorid... Starting materials: O=C1Cc2ccc(Br)cc2N1, C1CCNCC1, CCO, O=Cc1[nH]cc2c1CCNC2=O. The product is O=C1Nc2cc(Br)ccc2C1=Cc1[nH]cc2c1CCNC2=O. RXN SMILES: [Br:1][c:2]1[cH:3][cH:4][c:5]2[c:9]([cH:10]1)[NH:8][C:7](=[O:11])[CH2:6]2.[CH2:24]1[CH2:25][CH2:26][NH:27][CH2:28][CH2:29]1.[CH3:30][CH2:31][OH:32].[O:12]=[C:13]1[NH:14][CH2:15][CH2:16][c:17]2[c:18]1[cH:19][nH:20][c:21]2[CH:22]=[O:23]>>[Br:1][c:2]1[cH:3][cH:4][c:5]2[c:9]([cH:10]1)[NH:8][C:7](=[O:11])[C:6]2=[CH:22][c:21]1[c:17]2[c:18]([cH:19][nH:20]1)[C:13](=[O:12])[NH:14][CH2:15][CH2:16]2. Reactants: CCCCOCCOc1ccc(-c2ccc3c(c2)C=C(C(=O)Nc2ccc(SCCn4ccnc4CCC)cc2)CCN3CC(C)C)cc1, ClCCl, O=C(OO)c1cccc(Cl)c1, [Na+], [Na+], O=S([O-])([O-])=S. The product is CCCCOCCOc1ccc(-c2ccc3c(c2)C=C(C(=O)Nc2ccc(S(=O)CCn4ccnc4CCC)cc2)CCN3CC(C)C)cc1. RXN SMILES: [CH2:1]([CH2:2][CH2:3][CH3:4])[O:5][CH2:6][CH2:7][O:8][c:9]1[cH:10][cH:11][c:12](-[c:15]2[cH:16][cH:17][c:18]3[c:19]([cH:49]2)[CH:20]=[C:21]([C:29](=[O:30])[NH:31][c:32]2[cH:33][cH:34][c:35]([S:38][CH2:39][CH2:40][n:41]4[c:42]([CH2:46][CH2:47][CH3:48])[n:43][cH:44][cH:45]4)[cH:36][cH:37]2)[CH2:22][CH2:23][N:24]3[CH2:25][CH:26]([CH3:27])[CH3:28])[cH:13][cH:14]1.[CH2:68]([Cl:69])[Cl:70].[Cl:50][c:51]1[cH:52][cH:53][cH:54][c:55]([C:56]([O:57][OH:59])=[O:58])[cH:60]1.[Na+:66].[Na+:67].[S:61]([O-:62])([O-:63])(=[O:64])=[S:65]>>[CH2:1]([CH2:2][CH2:3][CH3:4])[O:5][CH2:6][CH2:7][O:8][c:9]1[cH:10][cH:11][c:12](-[c:15]2[cH:16][cH:17][c:18]3[c:19]([cH:49]2)[CH:20]=[C:21]([C:29](=[O:30])[NH:31][c:32]2[cH:33][cH:34][c:35]([S:38]([CH2:39][CH2:40][n:41]4[c:42]([CH2:46][CH2:47][CH3:48])[n:43][cH:44][cH:45]4)=[O:58])[cH:36][cH:37]2)[CH2:22][CH2:23][N:24]3[CH2:25][CH:26]([CH3:27])[CH3:28])[cH:13][cH:14]1.